Task: describe an organic reaction: reactants, conditions, products, and yield. Dataset: the Open Reaction Database (ORD), a public repository of structured organic reaction records Procedure: To cis-1-[6-chloro-2-(methylamino)-4-pyrimidinyl]-N-cyclohexyl-6-(trifluoromethyl)-3-piperidinecarboxamide (204 mg, 0.486 mmol) and (4-cyano-3-fluorophenyl)boronic acid (104 mg, 0.632 mmol) were added 1,4-dioxane (6 mL) and saturated aqueous NaHCO3 (3 mL), and the resulting mixture was purged (“degassed”) with N2 into a sealable tube for 5 minutes. Pd(Ph3P)4 (28 mg, 0.024 mmol) was added, and N2 gas was bubbled through the mixture for an additional 5 minutes. The tube was sealed, and the reactio... Yield: 62.0%. The reagents and catalysts are C=1C=CC(=CC1)[P](C=2C=CC=CC2)(C=3C=CC=CC3)[Pd]([P](C=4C=CC=CC4)(C=5C=CC=CC5)C=6C=CC=CC6)([P](C=7C=CC=CC7)(C=8C=CC=CC8)C=9C=CC=CC9)[P](C=1C=CC=CC1)(C=1C=CC=CC1)C=1C=CC=CC1 (Pd(Ph3P)4). Reactants: ClC1=CC(=NC(=N1)NC)N1C[C@H](CC[C@H]1C(F)(F)F)C(=O)NC1CCCCC1 (cis-1-[6-chloro-2-(methylamino)-4-pyrimidinyl]-N-cyclohexyl-6-(trifluoromethyl)-3-piperidinecarboxamide), C(#N)C1=C(C=C(C=C1)B(O)O)F ((4-cyano-3-fluorophenyl)boronic acid), C(=O)(O)[O-].[Na+] (NaHCO3). As a reaction SMILES: Cl[C:2]1[N:7]=[C:6]([NH:8][CH3:9])[N:5]=[C:4]([N:10]2[C@H:15]([C:16]([F:19])([F:18])[F:17])[CH2:14][CH2:13][C@H:12]([C:20]([NH:22][CH:23]3[CH2:28][CH2:27][CH2:26][CH2:25][CH2:24]3)=[O:21])[CH2:11]2)[CH:3]=1.[C:29]([C:31]1[CH:36]=[CH:35][C:34](B(O)O)=[CH:33][C:32]=1[F:40])#[N:30].C([O-])(O)=O.[Na+]>C1C=CC([P]([Pd]([P](C2C=CC=CC=2)(C2C=CC=CC=2)C2C=CC=CC=2)([P](C2C=CC=CC=2)(C2C=CC=CC=2)C2C=CC=CC=2)[P](C2C=CC=CC=2)(C2C=CC=CC=2)C2C=CC=CC=2)(C2C=CC=CC=2)C2C=CC=CC=2)=CC=1.O1CCOCC1>[C:29]([C:31]1[CH:36]=[CH:35][C:34]([C:2]2[N:7]=[C:6]([NH:8][CH3:9])[N:5]=[C:4]([N:10]3[C@H:15]([C:16]([F:19])([F:18])[F:17])[CH2:14][CH2:13][C@H:12]([C:20]([NH:22][CH:23]4[CH2:24][CH2:25][CH2:26][CH2:27][CH2:28]4)=[O:21])[CH2:11]3)[CH:3]=2)=[CH:33][C:32]=1[F:40])#[N:30] |f:2.3,^1:49,51,70,89|. The product is C(#N)C1=C(C=C(C=C1)C1=CC(=NC(=N1)NC)N1C[C@H](CC[C@H]1C(F)(F)F)C(=O)NC1CCCCC1)F (Cis-1-[6-(4-Cyano-3-fluorophenyl)-2-(methylamino)-4-pyrimidinyl]-N-cyclohexyl-6-(trifluoromethyl)-3-piperidinecarboxamide). Solvent: O1CCOCC1 (1,4-dioxane). Reaction conditions: temperature 100 celsius, time 8 hour. Product: COC(C(=O)Cl)C1=CSC2=C1C=CC(=C2)F (α-methoxy-α-(6-fluoro-3-benzothienyl)acetyl chloride). Reported procedure: A solution of 2.70 g (10.7 mM) of α-methoxy-α-(6-fluoro-3-benzothienyl)acetic acid (from Preparation 1) in 60 ml of benzene containing 2.8 ml of oxalyl chloride and 4 drops of N,N-dimethylformamide was stirred under nitrogen at 25° C. for two hours. The solvent was then removed by evaporation under reduced pressure to give α-methoxy-α-(6-fluoro-3-benzothienyl)acetyl chloride. The acid chloride was dissolved in 60 ml of acetone and added dropwise over five minutes to a stirred cold (5° C.) soluti... RXN SMILES: [CH3:1][O:2][CH:3]([C:7]1[C:11]2[CH:12]=[CH:13][C:14]([F:16])=[CH:15][C:10]=2[S:9][CH:8]=1)[C:4](O)=[O:5].C(Cl)(=O)C([Cl:20])=O>C1C=CC=CC=1.CN(C)C=O>[CH3:1][O:2][CH:3]([C:7]1[C:11]2[CH:12]=[CH:13][C:14]([F:16])=[CH:15][C:10]=2[S:9][CH:8]=1)[C:4]([Cl:20])=[O:5]. The reactants are COC(C(=O)O)C1=CSC2=C1C=CC(=C2)F (α-methoxy-α-(6-fluoro-3-benzothienyl)acetic acid), C(C(=O)Cl)(=O)Cl (oxalyl chloride). Reagents/catalysts: CN(C=O)C (N,N-dimethylformamide). The solvent is C1=CC=CC=C1 (benzene). Reactants: COC=1C=C(C=CC1)C1(CCC1)O (1-(3-methoxy-phenyl)-cyclobutanol), [H][H] (hydrogen). Reagents/catalysts: [Pd] (Pd/C). Run in C(C)O (ethanol), CCOC(=O)C (EtOAc). The product is C1(CCC1)C1=CC(=CC=C1)OC (1-cyclobutyl-3-methoxy-benzene). Yield: 89.0%. RXN SMILES: [CH3:1][O:2][C:3]1[CH:4]=[C:5]([C:9]2(O)[CH2:12][CH2:11][CH2:10]2)[CH:6]=[CH:7][CH:8]=1.[H][H]>C(O)C.CCOC(C)=O.[Pd]>[CH:9]1([C:5]2[CH:6]=[CH:7][CH:8]=[C:3]([O:2][CH3:1])[CH:4]=2)[CH2:10][CH2:11][CH2:12]1. Reported procedure: A mixture of 1-(3-methoxy-phenyl)-cyclobutanol and 10% Pd/C (60 mg) in ethanol (10 ml) was hydrogenated under 45 psi hydrogen atmosphere for 3 hours. The mixture was diluted with EtOAc, filtered through a celite pad. The filtrate was concentrated under reduced pressure, and dried to give 1-cyclobutyl-3-methoxy-benzene (162 mg, 89%). Reported procedure: To 47.6 mL of boron trifluoride etherate (387 mmol, Aldrich) cooled to -10° C. under N2 was added 24 g (193mmol, Aldrich)) of 5-amino-2-methoxypyridine dissolved in 100 mL of dimethoxyethane. Then tert-butyl nitrite (20.2 mL, 193 mmol, Aldrich) was added at a rate which kept the temperature below 0° C. After 1 hour at -10° C. pentane (400 mL) was then added to the reaction mixture, the pentane solution was decanted, and the residue was washed with cold ether and dissolved in 200 mL of acetic anh... Run in C(OC)COC (dimethoxyethane). As a reaction SMILES: B(F)(F)F.[CH3:5][CH2:6][O:7][CH2:8][CH3:9].NC1[CH:12]=[CH:13][C:14]([O:17][CH3:18])=[N:15]C=1.N(OC(C)(C)C)=[O:20].CCCCC>C(COC)OC>[C:6]([O:7][C:8]1[CH:12]=[CH:13][C:14]([O:17][CH3:18])=[N:15][CH:9]=1)(=[O:20])[CH3:5] |f:0.1|. The yield is 20.7%. Yields the product 7.3, C(C)(=O)OC=1C=CC(=NC1)OC (5-acetoxy-2-methoxypyridine). Reactants: N(=O)OC(C)(C)C (tert-butyl nitrite), CCCCC (pentane), B(F)(F)F.CCOCC (boron trifluoride etherate), NC=1C=CC(=NC1)OC (5-amino-2-methoxypyridine). Reaction conditions: temperature 70 celsius. Product: COC(=O)C=1C=C(C2=C(S(CC3=C(O2)C(=CC(=C3)N3CCN(CC3)C3CCC3)Cl)(=O)=O)C1)C (4-Chloro-2-(4-cyclobutyl-piperazin-1-yl)-6-methyl-10,10-dioxo-10,11-dihydro-5-oxa-10lambda*6*-thia-dibenzo[a,d]cycloheptene-8-carboxylic acid methyl ester). RXN SMILES: [CH:1]1([NH2:5])[CH2:4][CH2:3][CH2:2]1.Cl[CH2:7][CH2:8][N:9]([CH2:32][CH2:33]Cl)[C:10]1[CH:30]=[C:29]([Cl:31])[C:13]2[O:14][C:15]3[C:24]([CH3:25])=[CH:23][C:22]([C:26]([OH:28])=[O:27])=[CH:21][C:16]=3[S:17](=[O:20])(=[O:19])[CH2:18][C:12]=2[CH:11]=1.[CH3:35]O>>[CH3:35][O:28][C:26]([C:22]1[CH:23]=[C:24]([CH3:25])[C:15]2[O:14][C:13]3[C:29]([Cl:31])=[CH:30][C:10]([N:9]4[CH2:8][CH2:7][N:5]([CH:1]5[CH2:4][CH2:3][CH2:2]5)[CH2:33][CH2:32]4)=[CH:11][C:12]=3[CH2:18][S:17](=[O:20])(=[O:19])[C:16]=2[CH:21]=1)=[O:27]. Reported procedure: Cyclobutylamine (1 mL, excess) was added to a solution of Example 102j (0.6 g, 1.25 mmol) in methanol (10 mL), followed by the addition of n-tetrabutylammonium iodide (0.01 g, 0.027 mmol) in an atmosphere of nitrogen and sealed in a pressure reactor vessel at 110° C. for 6 h. It was brought to room temperature, concentrated, treated with methanolic HCl solution, and refluxed at 70° C. for 6 h. The reaction mixture was concentrated, treated with water, aqueous sodium bicarbonate solution to neutr... Starting materials: C1(CCC1)N (Cyclobutylamine), ClCCN(C1=CC2=C(OC3=C(S(C2)(=O)=O)C=C(C=C3C)C(=O)O)C(=C1)Cl)CCCl (2-[Bis-(2-chloroethyl)amino]-4-chloro-6-methyl-10,10-dioxo-10,11-dihydro-5-oxa-10lambda*6*-thia-dibenzo[a,d]-cycloheptene-8-carboxylic acid), CO (methanol), n-tetrabutylammonium iodide. Reactants: BrC1=NC=CC=C1 (2-Bromopyridine), ferric acetylacetone, C([O-])([O-])=O.[Cs+].[Cs+] (cesium carbonate), CN(C(=O)C1=NNC=C1[N+](=O)[O-])C (4-nitro-1H-pyrazole-3-carboxylic acid dimethylamide). The reagents and catalysts are [Cu-]=O (copper(I)oxide). Run in CN(C)C=O (DMF). Run at temperature 110 celsius, time 8 hour. Yields the product CN(C(=O)C1=NN(C=C1[N+](=O)[O-])C1=NC=CC=C1)C (4-Nitro-1-pyridin-2-yl-1H-pyrazole-3-carboxylic acid dimethylamide). Reaction SMILES: [CH3:1][N:2]([CH3:13])[C:3]([C:5]1[C:9]([N+:10]([O-:12])=[O:11])=[CH:8][NH:7][N:6]=1)=[O:4].Br[C:15]1[CH:20]=[CH:19][CH:18]=[CH:17][N:16]=1.C(=O)([O-])[O-].[Cs+].[Cs+]>CN(C=O)C.[Cu-]=O>[CH3:1][N:2]([CH3:13])[C:3]([C:5]1[C:9]([N+:10]([O-:12])=[O:11])=[CH:8][N:7]([C:15]2[CH:20]=[CH:19][CH:18]=[CH:17][N:16]=2)[N:6]=1)=[O:4] |f:2.3.4|. Procedure details: A solution of 4-nitro-1H-pyrazole-3-carboxylic acid dimethylamide (250 mg, 1.36 mmol) in DMF (5 ml) was flushed with argon. 2-Bromopyridine (0.17 ml, 1.76 mmol), ferric acetylacetone (144 mg, 0.4 mmol), copper(I)oxide (20 mg, 0.14 mmol) and cesium carbonate (885 mg, 2.7 mmol) were added consecutively and the reaction mixture was stirred at 110° C. overnight. After cooling down, the reaction mixture was partitioned between ethyl acetate (30 ml) and water (15 ml) and extracted. The organic layer w...